Dataset: the Open Reaction Database (ORD), a public repository of structured organic reaction records. Task: describe an organic reaction: reactants, conditions, products, and yield Starting materials: CC1CC(NCC2=C1C=CC=C2)=O (5-methyl-1,2,4,5-tetrahydro-3H-2-benzazepin-3-one), Cl (hydrochloric acid), [OH-].C(C1=CC=CC=C1)[N+](C)(C)C (benzyltrimethylammonium hydroxide), C(C=C)#N (acrylonitrile). Run in O (water), N1=CC=CC=C1 (pyridine), N1=CC=CC=C1 (pyridine). Conditions: temperature 80 celsius. The product is C(#N)CCN1CC2=C(C(CC1=O)C)C=CC=C2 (2-(2-cyanoethyl)-5-methyl-1,2,4,5-tetrahydro-3H-2-benzazepin-3-one). Reaction SMILES: [CH3:1][CH:2]1[C:8]2[CH:9]=[CH:10][CH:11]=[CH:12][C:7]=2[CH2:6][NH:5][C:4](=[O:13])[CH2:3]1.[OH-].[CH2:15]([N+:22](C)(C)C)[C:16]1C=CC=C[CH:17]=1.C(#N)C=C.Cl>O.N1C=CC=CC=1>[C:15]([CH2:16][CH2:17][N:5]1[C:4](=[O:13])[CH2:3][CH:2]([CH3:1])[C:8]2[CH:9]=[CH:10][CH:11]=[CH:12][C:7]=2[CH2:6]1)#[N:22] |f:1.2|. Reported procedure: To a mixture of 6 g. (0.034 moles) of 5-methyl-1,2,4,5-tetrahydro-3H-2-benzazepin-3-one and 4 drops of Triton B (benzyltrimethylammonium hydroxide) in 10 ml. of pyridine, are added dropwise 2 g. (0.038 moles) of acrylonitrile dissolved in 2.5 ml. of pyridine. The reaction mixture is heated to 80° C. for 2 hours and then poured into iced water. It is acidified with hydrochloric acid to pH 4 and extracted with chloroform. The organic phase is washed neutral with water and then dried over anhydrous... Starting materials: C(C)(=O)OCC1=CC=C(C=C1)C=C (4-ethenylbenzenemethanol acetate), C(CCC)[SnH](CCCC)CCCC (tributyltin hydride), FC(C(I)(F)F)(F)F (pentafluoroiodoethane). The solvent is C1(=CC=CC=C1)C (Toluene). Yields the product C(C)(=O)OCC1=CC=C(C=C1)CCC(C(F)(F)F)(F)F (4-(3,3,4,4,4-pentafluorobutyl)benzenemethanol acetate). Yield: 31.3%. RXN SMILES: [F:1][C:2]([F:8])([F:7])[C:3]([F:6])([F:5])I.[C:9]([O:12][CH2:13][C:14]1[CH:19]=[CH:18][C:17]([CH:20]=[CH2:21])=[CH:16][CH:15]=1)(=[O:11])[CH3:10].C([SnH](CCCC)CCCC)CCC>C1(C)C=CC=CC=1>[C:9]([O:12][CH2:13][C:14]1[CH:15]=[CH:16][C:17]([CH2:20][CH2:21][C:3]([F:6])([F:5])[C:2]([F:8])([F:7])[F:1])=[CH:18][CH:19]=1)(=[O:11])[CH3:10]. Procedure details: At −78° C., pentafluoroiodoethane (2.09 g, 8.51 mmol)) was condensed into a pressure bottle. Toluene (5 mL), 4-ethenylbenzenemethanol acetate (1 g, 5.67 mmol), and tributyltin hydride (1.53 mL, 5.67 mmol) were added. The pressure bottle was sealed and irradiated for 30 hours using a 75 W lamp. The solvent was removed in vacuo. Flash chromatography of the residue gave 525 mg of 4-(3,3,4,4,4-pentafluorobutyl)benzenemethanol acetate; 1H NMR (300 MHz, CDCl3) δ 7.32 (d, 2H), 7.21 (d, 2H), 5.09 (s, 2H... Reactants: C([O-])([O-])=O.[Ba+2] (barium carbonate), P(O)(O)(O)=O (phosphoric acid). The product is P([O-])([O-])([O-])=O.[Ba+2].P([O-])([O-])([O-])=O.[Ba+2].[Ba+2] (barium salt-phosphoric acid). RXN SMILES: C(=O)([O-])[O-].[Ba+2:5].[P:6](=[O:10])([OH:9])([OH:8])[OH:7]>>[P:6](=[O:7])([O-:10])([O-:9])[O-:8].[Ba+2:5].[P:6](=[O:7])([O-:10])([O-:9])[O-:8].[Ba+2:5].[Ba+2:5] |f:0.1,3.4.5.6.7|. Procedure: The composition was calcined at 1000° C. for about 3 hours to obtain 15.5 g of black product (Ba:77%). The crushed black product and 10.0 g of barium carbonate were dissolved in pure phosphoric acid to obtain 315 g of barium salt-phosphoric acid mixture (H3PO4 :50%; Ba:6.00%). A 205.0 g sample of the barium salt-phosphoric acid mixture was added to 1000 g of the extracted phosphoric acid of Example 1 to treat it under the same conditions. The product was treated with the powdery active carbon to... Run in CCCCCC (n-hexane), C1(=CC=CC=C1)C (toluene), C1(=CC=CC=C1)C (toluene). As a reaction SMILES: C([Li])CCC.[CH3:6][C:7]1[N:12]=[C:11]2[CH2:13][CH2:14][CH2:15][CH2:16][CH2:17][C:10]2=[CH:9][CH:8]=1.[CH3:18][C:19]1[CH:26]=[CH:25][C:22]([CH:23]=[O:24])=[CH:21][CH:20]=1.O>CCCCCC.C1(C)C=CC=CC=1>[N:12]1[C:7]([CH2:6][CH:23]([C:22]2[CH:25]=[CH:26][C:19]([CH3:18])=[CH:20][CH:21]=2)[OH:24])=[CH:8][CH:9]=[C:10]2[CH2:17][CH2:16][CH2:15][CH2:14][CH2:13][C:11]=12. Yields the product N1=C2C(=CC=C1CC(O)C1=CC=C(C=C1)C)CCCCC2 (2-(6,7,8,9-Tetrahydro-5H-cyclohepta[b]pyrid-2-yl)-1-(4-methylphenyl)ethanol). Procedure details: To a solution of 1.6M n-butyl lithium in n-hexane (7.2 ml) in toluene (25 ml), at -20° C. under nitrogen, was added a solution of 2-methyl-6,7,8,9-tetrahydro-5H-cyclohepta[b]pyridine (1.7 g 0.01 m) in toluene (5 ml). The solution was left to stir at -20° C. for 0.75 hours, then blown over into a solution of 4-methylbenzaldehyde (1.5 g). The solution was allowed to warm to room temperature and water added. The toluene phase was extracted with 2N hydrochloric acid and this was basified with solid ... Reactants: C(CCC)[Li] (n-butyl lithium), CC1=CC=C2C(=N1)CCCCC2 (2-methyl-6,7,8,9-tetrahydro-5H-cyclohepta[b]pyridine), O (water), CC1=CC=C(C=O)C=C1 (4-methylbenzaldehyde). Run at temperature -20 celsius, time 0.75 hour. Starting materials: solution, C(CCC)[Li] (n-butyl lithium), C(CC(=O)[O-])(=O)OCC (monoethyl malonate), C(CCC)[Li] (n-butyl lithium), O1CCOC12CC(CC2)C2=CC(=C(C=C2F)C(=O)N2C=NC=C2)F (1-[[4-(1,4-dioxaspiro[4.4]non-7-yl)-2,5 difluorophenyl]carbonyl]-1H-imidazole), Cl (hydrochloric acid). Reagents/catalysts: N1=C(C=CC=C1)C1=NC=CC=C1 (2,2'-bipyridyl). Solvent: CCCCCC (hexane), O1CCCC1 (tetrahydrofuran), CCCCCC (hexane), O1CCCC1 (tetrahydrofuran), O (water). Reaction conditions: time 5 minute. Yields the product FC1=C(C=C(C(=C1)C1CC2(OCCO2)CC1)F)C(CC(=O)OCC)=O (2,5-Difluoro-4-(1,4-dioxaspiro[4.4]non-7-yl)-β-oxobenzenepropanoic acid, ethyl ester). Yield: 77.9%. Reaction SMILES: [C:1]([O:7][CH2:8][CH3:9])(=[O:6])[CH2:2][C:3]([O-:5])=O.C([Li])CCC.[O:15]1[C:19]2([CH2:23][CH2:22][CH:21]([C:24]3[C:29]([F:30])=[CH:28][C:27](C(N4C=CN=C4)=O)=[C:26]([F:38])[CH:25]=3)[CH2:20]2)[O:18][CH2:17][CH2:16]1.Cl>CCCCCC.O1CCCC1.N1C=CC=CC=1C1C=CC=CN=1.O>[F:38][C:26]1[CH:25]=[C:24]([CH:21]2[CH2:22][CH2:23][C:19]3([O:15][CH2:16][CH2:17][O:18]3)[CH2:20]2)[C:29]([F:30])=[CH:28][C:27]=1[C:3](=[O:5])[CH2:2][C:1]([O:7][CH2:8][CH3:9])=[O:6]. Reported procedure: A solution of 16.4 g (0.2 mol) of monoethyl malonate, 0.1 g of 2,2'-bipyridyl and 175 ml of dry tetrahydrofuran was cooled to -35° under a dry nitrogen atmosphere and treated dropwise with 80 ml (0.2 mol) of a 2.5 M solution of n-butyl lithium in hexane. After the addition was complete, the reaction mixture was allowed to warm to -5° where it was treated dropwise with 80 ml (0.2 mol) of 2.5 M n-butyl lithium in hexane, titrating the final addition to a pale pink color which persisted for 5 minut... Starting materials: ClC1=CC=C(C=C1)S(=O)(=O)N1C2C(C(CC1CCC2)=O)=CO (9-(4-chlorophenylsulfonyl)-2-(hydroxymethylene)-9-azabicyclo[3.3.1]nonan-3-one), NC1=NNC=C1 (3-aminopyrazole). Yields the product ClC1=CC=C(C=C1)S(=O)(=O)N1C2C=3C=NC4=CC=NN4C3CC1CCC2 (16-(4-Chloro-benzenesulfonyl)-4,8,9,16-tetraaza-tetracyclo[10,3,1,02,10,05,9]-hexadeca-2(10),3,5,7-tetraene). As a reaction SMILES: [Cl:1][C:2]1[CH:7]=[CH:6][C:5]([S:8]([N:11]2[CH:16]3[CH2:17][CH2:18][CH2:19][CH:12]2[C:13](=[CH:21]O)[C:14](=O)[CH2:15]3)(=[O:10])=[O:9])=[CH:4][CH:3]=1.[NH2:23][C:24]1[CH:28]=[CH:27][NH:26][N:25]=1>>[Cl:1][C:2]1[CH:7]=[CH:6][C:5]([S:8]([N:11]2[CH:16]3[CH2:17][CH2:18][CH2:19][CH:12]2[C:13]2[CH:21]=[N:23][C:24]4[N:25]([C:14]=2[CH2:15]3)[N:26]=[CH:27][CH:28]=4)(=[O:10])=[O:9])=[CH:4][CH:3]=1. Procedure details: Prepared as described in Example 5 using 9-(4-chlorophenylsulfonyl)-2-(hydroxymethylene)-9-azabicyclo[3.3.1]nonan-3-one which was prepared as described in Example 34 and 3-aminopyrazole. Starting materials: S1C=NC2=C1C=C(C=C2)N (benzothiazol-6-ylamine), BrC=1N=C(C=2N(C1)C=CN2)Br (6,8-Dibromo-imidazo[1,2-a]pyrazine), C(=O)([O-])[O-].[K+].[K+] (K2CO3). The solvent is C(C)#N (acetonitrile). The product is S1C=NC2=C1C=C(C=C2)NC=2C=1N(C=C(N2)Br)C=CN1 (Benzothiazol-6-yl-(6-bromo-imidazo[1,2-a]pyrazin-8-yl)-amine). Reaction SMILES: [S:1]1[C:5]2[CH:6]=[C:7]([NH2:10])[CH:8]=[CH:9][C:4]=2[N:3]=[CH:2]1.[Br:11][C:12]1[N:13]=[C:14](Br)[C:15]2[N:16]([CH:18]=[CH:19][N:20]=2)[CH:17]=1.C([O-])([O-])=O.[K+].[K+]>C(#N)C>[S:1]1[C:5]2[CH:6]=[C:7]([NH:10][C:14]3[C:15]4[N:16]([CH:18]=[CH:19][N:20]=4)[CH:17]=[C:12]([Br:11])[N:13]=3)[CH:8]=[CH:9][C:4]=2[N:3]=[CH:2]1 |f:2.3.4|. Reported procedure: A quantity of 0.15 g (1 mmole) of benzothiazol-6-ylamine is treated with 0.27 g (1 mmole) of 6,8-Dibromo-imidazo[1,2-a]pyrazine in acetonitrile with 3 eq of K2CO3 at reflux for 16 hrs. The reaction mixture is cooled partitioned between ethyl acetate and water, the organic extracts are dried over anhydrous MgSO4 and evaporated in vacuo to afford Benzothiazol-6-yl-(6-bromo-imidazo[1,2-a]pyrazin-8-yl)-amine. Starting materials: CN(/C=C/C(=O)C1=C(N=C(S1)N1C(N(CC1)CC1=CC=C(C=C1)C(F)(F)F)=O)C)C ((E)-1-(5-(3-(dimethylamino)acryloyl)-4-methylthiazol-2-yl)-3-(4-(trifluoromethyl)benzyl)imidazolidin-2-one), CN(/C(=C/C(=O)C1=C(N=C(S1)N1C(N(CC1)CC1=CC=C(C=C1)C(F)(F)F)=O)C)/C)C ((E)-1-(5-(3-(dimethylamino)but-2-enoyl)-4-methylthiazol-2-yl)-3-(4-(trifluoromethyl)benzyl)imidazolidin-2-one), O.NN (hydrazine monohydrate). The product is CC=1N=C(SC1C1=NNC(=C1)C)N1C(N(CC1)CC1=CC=C(C=C1)C(F)(F)F)=O (1-(4-methyl-5-(5-methyl-1H-pyrazol-3-yl)thiazol-2-yl)-3-(4-(trifluoromethyl)benzyl)imidazolidin-2-one). Yield: 67.0%. RXN SMILES: C[N:2](C)/C=C/C(C1SC(N2CCN(CC3C=CC(C(F)(F)F)=CC=3)C2=O)=NC=1C)=O.C[N:32](C)/[C:33](/[CH3:60])=[CH:34]/[C:35]([C:37]1[S:41][C:40]([N:42]2[CH2:46][CH2:45][N:44]([CH2:47][C:48]3[CH:53]=[CH:52][C:51]([C:54]([F:57])([F:56])[F:55])=[CH:50][CH:49]=3)[C:43]2=[O:58])=[N:39][C:38]=1[CH3:59])=O.O.NN>>[CH3:59][C:38]1[N:39]=[C:40]([N:42]2[CH2:46][CH2:45][N:44]([CH2:47][C:48]3[CH:49]=[CH:50][C:51]([C:54]([F:56])([F:55])[F:57])=[CH:52][CH:53]=3)[C:43]2=[O:58])[S:41][C:37]=1[C:35]1[CH:34]=[C:33]([CH3:60])[NH:32][N:2]=1 |f:2.3|. Reported procedure: Following the procedure as described in Example 38, making variations as required to replace (E)-1-(5-(3-(dimethylamino)acryloyl)-4-methylthiazol-2-yl)-3-(4-(trifluoromethyl)benzyl)imidazolidin-2-one with (E)-1-(5-(3-(dimethylamino)but-2-enoyl)-4-methylthiazol-2-yl)-3-(4-(trifluoromethyl)benzyl)imidazolidin-2-one to react with hydrazine monohydrate, the title compound was obtained as a colorless solid in 67% yield: mp 238-239° C. (ethyl acetate); 1H NMR (300 MHz, CDCl3) δ 7.53 (d, J=7.8 Hz, 2H),... The reactants are C(C1=CC=CC=C1)OC1=C(C=CC(=C1)I)N1CC(NS1(=O)=O)=O (5-(2-benzyloxy-4-iodophenyl)-1,1-dioxo-1,2,5-thiadiazolidin-3-one), N1N=CC(=C1)B(O)O (4-pyrazoleboronic acid), C(=O)([O-])[O-].[Na+].[Na+] (Na2CO3), solution. Run in COCCOC (DME). Run at temperature 110 celsius. Product: C(C1=CC=CC=C1)OC1=C(C=CC(=C1)C=1C=NNC1)N1CC(NS1(=O)=O)=O (5-[2-Benzyloxy-4-(1H-pyrazol-4-yl)-phenyl]-1,1-dioxo-1,2,5-thiadiazolidin-3-one). Reaction SMILES: [CH2:1]([O:8][C:9]1[CH:14]=[C:13](I)[CH:12]=[CH:11][C:10]=1[N:16]1[S:20](=[O:22])(=[O:21])[NH:19][C:18](=[O:23])[CH2:17]1)[C:2]1[CH:7]=[CH:6][CH:5]=[CH:4][CH:3]=1.[NH:24]1[CH:28]=[C:27](B(O)O)[CH:26]=[N:25]1.C([O-])([O-])=O.[Na+].[Na+]>COCCOC>[CH2:1]([O:8][C:9]1[CH:14]=[C:13]([C:27]2[CH:28]=[N:24][NH:25][CH:26]=2)[CH:12]=[CH:11][C:10]=1[N:16]1[S:20](=[O:22])(=[O:21])[NH:19][C:18](=[O:23])[CH2:17]1)[C:2]1[CH:7]=[CH:6][CH:5]=[CH:4][CH:3]=1 |f:2.3.4|. Procedure: A mixture of 5-(2-benzyloxy-4-iodophenyl)-1,1-dioxo-1,2,5-thiadiazolidin-3-one (100 mg, 0.225 mmol), 4-pyrazoleboronic acid (87 mg, 0.45 mmol), resin-bound PPh3Pd (346 mg, loading 0.13 mmol/g) and aqueous Na2CO3 (0.45 mL of a 2M solution) in DME (3 mL) is heated in a microwave apparatus at 110° C. for 30 min. The mixture is filtered and the solvent removed under reduced pressure. The residue is purified by reverse phase MPLC to give the title compound.